describe an organic reaction: reactants, conditions, products, and yield From a dataset of the Open Reaction Database (ORD), a public repository of structured organic reaction records. The reactants are CCN(C(C)C)C(C)C, O=C(Cl)c1cccc(C(F)(F)F)c1, Cc1ccc(N)cc1NC(=O)N(C)c1cc(Nc2cccc(N(C)C)c2)ncn1, CN(C)C=O. Product: Cc1ccc(NC(=O)c2cccc(C(F)(F)F)c2)cc1NC(=O)N(C)c1cc(Nc2cccc(N(C)C)c2)ncn1. Reaction SMILES: [CH:43]([N:44]([CH2:45][CH3:46])[CH:47]([CH3:48])[CH3:49])([CH3:50])[CH3:51].[F:30][C:31]([c:32]1[cH:33][c:34]([C:35](=[O:36])[Cl:37])[cH:38][cH:39][cH:40]1)([F:41])[F:42].[NH2:1][c:2]1[cH:3][cH:4][c:5]([CH3:29])[c:6]([NH:8][C:9]([N:10]([CH3:11])[c:12]2[n:13][cH:14][n:15][c:16]([NH:18][c:19]3[cH:20][c:21]([N:25]([CH3:26])[CH3:27])[cH:22][cH:23][cH:24]3)[cH:17]2)=[O:28])[cH:7]1.[O:52]=[CH:53][N:54]([CH3:55])[CH3:56]>>[NH:1]([c:2]1[cH:3][cH:4][c:5]([CH3:29])[c:6]([NH:8][C:9]([N:10]([CH3:11])[c:12]2[n:13][cH:14][n:15][c:16]([NH:18][c:19]3[cH:20][c:21]([N:25]([CH3:26])[CH3:27])[cH:22][cH:23][cH:24]3)[cH:17]2)=[O:28])[cH:7]1)[C:35]([c:34]1[cH:33][c:32]([C:31]([F:30])([F:41])[F:42])[cH:40][cH:39][cH:38]1)=[O:36]. Starting materials: COC(=O)c1cccc(N)c1, O=C(Cl)c1ccc(Cl)nc1, Cc1cc(NC(=O)c2ccc(Cl)nc2)ccc1I. Product: COC(=O)c1cccc(NC(=O)c2ccc(Cl)nc2)c1. Reaction SMILES: [CH3:1][O:2][C:3]([c:4]1[cH:5][c:6]([NH2:10])[cH:7][cH:8][cH:9]1)=[O:11].[Cl:12][c:13]1[n:14][cH:15][c:16]([C:17](=[O:18])[Cl:19])[cH:20][cH:21]1.[Cl:22][c:23]1[cH:24][cH:25][c:26]([C:27]([NH:28][c:29]2[cH:30][cH:31][c:32]([I:33])[c:34]([CH3:35])[cH:36]2)=[O:37])[cH:38][n:39]1>>[CH3:1][O:2][C:3]([c:4]1[cH:5][c:6]([NH:10][C:17]([c:16]2[cH:15][n:14][c:13]([Cl:12])[cH:21][cH:20]2)=[O:18])[cH:7][cH:8][cH:9]1)=[O:11].